From a dataset of the Open Reaction Database (ORD), a public repository of structured organic reaction records. describe an organic reaction: reactants, conditions, products, and yield Reactants: COC=1C(=CC=2CCCCC2C1)B(O)O (3-methoxy-5,6,7,8-tetrahydronaphthalen-2-ylboronic acid), BrC=1N=C(C(=NC1CC)N[C@H]1[C@H](CC2=CC=CC=C12)O)CC ((1R,2S)-1-[(5-bromo-3,6-diethylpyrazin-2-yl)amino]indan-2-ol). Product: C(C)C=1C(=NC(=C(N1)C1=CC=2CCCCC2C=C1OC)CC)N[C@H]1[C@H](CC2=CC=CC=C12)O ((1R,2S)-1-{[3,6-diethyl-5-(3-methoxy-5,6,7,8-tetrahydronaphthalen-2-yl)pyrazin-2-yl]amino}-2,3-dihydro-1H-inden-2-ol). The yield is 67.0%. RXN SMILES: [CH3:1][O:2][C:3]1[C:4](B(O)O)=[CH:5][C:6]2[CH2:7][CH2:8][CH2:9][CH2:10][C:11]=2[CH:12]=1.Br[C:17]1[N:18]=[C:19]([CH2:36][CH3:37])[C:20]([NH:25][C@@H:26]2[C:34]3[C:29](=[CH:30][CH:31]=[CH:32][CH:33]=3)[CH2:28][C@@H:27]2[OH:35])=[N:21][C:22]=1[CH2:23][CH3:24]>>[CH2:36]([C:19]1[C:20]([NH:25][C@@H:26]2[C:34]3[C:29](=[CH:30][CH:31]=[CH:32][CH:33]=3)[CH2:28][C@@H:27]2[OH:35])=[N:21][C:22]([CH2:23][CH3:24])=[C:17]([C:4]2[C:3]([O:2][CH3:1])=[CH:12][C:11]3[CH2:10][CH2:9][CH2:8][CH2:7][C:6]=3[CH:5]=2)[N:18]=1)[CH3:37]. Reported procedure: Following the general procedure of Example 1 Step 3 and making non-critical variations but substituting 6-methoxy-2,3-dihydro-1H-inden-5-ylboronic acid (Preparation 2) with 3-methoxy-5,6,7,8-tetrahydronaphthalen-2-ylboronic acid (Preparation 1), and substituting 5-bromo-3,6-diethyl-N-(1-ethylpropyl)pyrazin-2-amine with (1R,2S)-1-[(5-bromo-3,6-diethylpyrazin-2-yl)amino]indan-2-ol (303 mg, 0.84 mmol) and gave 550 mg of a crude orange oil. The crude was purified on a Biotage MPLC column (90 g colum... RXN SMILES: [Br:1][C:2]1[CH:11]=[CH:10][C:5]2[N:6]=[C:7]([NH2:9])[S:8][C:4]=2[CH:3]=1.[CH:12]1[N:16]=[CH:15][N:14]([C:17](N2C=NC=C2)=[O:18])[CH:13]=1>C(Cl)Cl>[Br:1][C:2]1[CH:11]=[CH:10][C:5]2[N:6]=[C:7]([NH:9][C:17]([N:14]3[CH:13]=[CH:12][N:16]=[CH:15]3)=[O:18])[S:8][C:4]=2[CH:3]=1. Product: BrC1=CC2=C(N=C(S2)NC(=O)N2C=NC=C2)C=C1 (Imidazole-1-carboxylic acid (6-bromo-benzothiazol-2-yl)-amide). Reported procedure: A suspension of 6-bromo-benzothiazol-2-ylamine (5 g, 21.83 mmol) in DCM (250 ml) is treated with CDI (3.54 g, 21.83 mmol) and the reaction mixture is heated to reflux for 2 hours. The reaction mixture is filtered and the resulting solid is dried in the vacuum oven overnight to afford the title compound. Run in C(Cl)Cl (DCM). Reactants: BrC1=CC2=C(N=C(S2)N)C=C1 (6-bromo-benzothiazol-2-ylamine), C1=CN(C=N1)C(=O)N2C=CN=C2 (CDI). Reactants: C(=O)(OC(C)(C)C)OC(=O)OC(C)(C)C (di-tert-butyl dicarbonate), ClC1=NC=C(C(=O)O)C=C1 (6-chloronicotinic acid), ClC1=NC=C(C(=O)OC(C)(C)C)C=C1 (tert-butyl 6-chloronicotinate), C(C)(C)N(CC)C(C)C (Diisopropylethyl amine), mixture, CC1=CC=C(C=C1)C(=O)O[C@@H]([C@@H](C(=O)O)OC(=O)C2=CC=C(C=C2)C)C(=O)O ((+)-DTTA), [OH-].[Na+] (NaOH), solution, ClC=1C=C(C=C(C1)Cl)N1C(N([C@]2(C1=O)CNC[C@H]2C2=CC=C(C#N)C=C2)C)=O (4-[(5S,9R)-3-(3,5-Dichlorophenyl)-1-methyl-2,4-dioxo-1,3,7-triazaspiro[4.4]non-9-yl]-benzonitrile). The reagents and catalysts are CN(C1=CC=NC=C1)C (4-(dimethylamino)-pyridine). The solvent is O1CCCC1 (tetrahydrofuran), O1CCCC1 (tetrahydrofuran), C(C)(C)(C)OC (methyl tert-butyl ether). Reaction conditions: temperature 62.5 celsius. The product is C(#N)C1=CC=C(C=C1)[C@@H]1CN(C[C@]12C(N(C(N2C)=O)C2=CC(=CC(=C2)Cl)Cl)=O)C2=NC=C(C(=O)OC(C)(C)C)C=C2 (tert-butyl 6-[(5S,9R)-9-(4-cyanophenyl)-3-(3,5-dichlorophenyl)-1-methyl-2,4-dioxo-1,3,7-triazaspiro[4.4]non-7-yl]nicotinate). Isolated yield 86.0%. RXN SMILES: ClC1C=CC(C(O)=O)=CN=1.C(OC(OC(C)(C)C)=O)(OC(C)(C)C)=O.Cl[C:27]1[CH:39]=[CH:38][C:30]([C:31]([O:33][C:34]([CH3:37])([CH3:36])[CH3:35])=[O:32])=[CH:29][N:28]=1.[OH-].[Na+].[Cl:42][C:43]1[CH:44]=[C:45]([N:50]2[C:54](=[O:55])[C@@:53]3([C@H:59]([C:60]4[CH:67]=[CH:66][C:63]([C:64]#[N:65])=[CH:62][CH:61]=4)[CH2:58][NH:57][CH2:56]3)[N:52]([CH3:68])[C:51]2=[O:69])[CH:46]=[C:47]([Cl:49])[CH:48]=1.CC1C=CC(C(O[C@H](C(O)=O)[C@H](OC(C2C=CC(C)=CC=2)=O)C(O)=O)=O)=CC=1.C(N(C(C)C)CC)(C)C>CN(C)C1C=CN=CC=1.O1CCCC1.C(OC)(C)(C)C>[C:64]([C:63]1[CH:66]=[CH:67][C:60]([C@H:59]2[C@:53]3([N:52]([CH3:68])[C:51](=[O:69])[N:50]([C:45]4[CH:44]=[C:43]([Cl:42])[CH:48]=[C:47]([Cl:49])[CH:46]=4)[C:54]3=[O:55])[CH2:56][N:57]([C:27]3[CH:39]=[CH:38][C:30]([C:31]([O:33][C:34]([CH3:37])([CH3:36])[CH3:35])=[O:32])=[CH:29][N:28]=3)[CH2:58]2)=[CH:61][CH:62]=1)#[N:65] |f:3.4|. Reported procedure: A 3-necked flask was charged with 6-chloronicotinic acid (53.0 g, 336 mmol), 4-(dimethylamino)-pyridine (3.03 g, 24.6 mmol), and tetrahydrofuran (350 mL). The contents of the flask was heated to 62.5° C. and a solution of di-tert-butyl dicarbonate (200.2 g, 917 mmol) in tetrahydrofuran (240 mL) was slowly added over a period of 4.6 h. The contents of the flask were maintained at 62.5° C. for approximately 1 h and then cooled to 21° C. A portion of the solution (219 mL), which contained tert-buty... The product is C1(=CC=CC=C1)C1CC(C1)C(C(=O)OCC)C (Ethyl 2-(3-phenylcyclobutyl)propanoate). RXN SMILES: NC1C=CC(CC2CC(C(OCC)=O)C2)=CC=1.[C:18]1([CH:24]2[CH2:27][C:26](=[C:28]([CH3:34])[C:29]([O:31][CH2:32][CH3:33])=[O:30])[CH2:25]2)[CH:23]=[CH:22][CH:21]=[CH:20][CH:19]=1>>[C:18]1([CH:24]2[CH2:25][CH:26]([CH:28]([CH3:34])[C:29]([O:31][CH2:32][CH3:33])=[O:30])[CH2:27]2)[CH:23]=[CH:22][CH:21]=[CH:20][CH:19]=1. The reactants are NC1=CC=C(CC2CC(C2)C(=O)OCC)C=C1 (ethyl 3-(4-aminobenzyl)cyclobutanecarboxylate), NC1=CC=C(CC2CC(C2)C(=O)OCC)C=C1 (ethyl 3-(4-aminobenzyl)cyclobutanecarboxylate), C1(=CC=CC=C1)C1CC(C1)=C(C(=O)OCC)C (ethyl 2-(3-phenylcyclobutylidene)propanoate). Procedure: Following the general procedure described for ethyl 3-(4-aminobenzyl)cyclobutanecarboxylate (Intermediate 931i), replacing ethyl 3-(4-nitrobenzyl)cyclobutanecarboxylate with ethyl 2-(3-phenylcyclobutylidene)propanoate the title compound was obtained without chromatography; 1H NMR δ (CDCl3): 1.08-1.10 (0.75H, d), 1.12-1.15 (3.25H, d), 1.22-1.30 (3H, m), 2.17-2.64 (6H, m), 3.34 (0.25H, m), 3.48-3.54 (0.75H, m), 4.09-4.18 (2H, m), 7.15-7.36 (5H, m); MS m/e MH+ 233. The reactants are COC1=C(C=CC=C1)N1CCNCC1 (1-(2-methoxyphenyl)piperazine), ClCCC1N(C(OC1)=O)C (2-chloroethyl-3-methyl-2-oxazolidinone), C([O-])([O-])=O.[Na+].[Na+] (sodium carbonate), [I-].[K+] (potassium iodide), C(CCC)O (1-butanol). The solvent is CC(C)O (2-propanol). The product is COC1=C(C=CC=C1)N1CCN(CC1)CCC1CN(C(O1)=O)C (5-[2-[4-(2-Methoxyphenyl)-1-Piperazinyl]Ethyl]-3-Methyl-2-Oxazolidinone). Isolated yield 63.0%. Reaction SMILES: [CH3:1][O:2][C:3]1[CH:8]=[CH:7][CH:6]=[CH:5][C:4]=1[N:9]1[CH2:14][CH2:13][NH:12][CH2:11][CH2:10]1.ClCC[CH:18]1[CH2:22][O:21][C:20](=[O:23])[N:19]1[CH3:24].C(=O)([O-])[O-].[Na+].[Na+].[I-].[K+].[CH2:33](O)[CH2:34]CC>CC(O)C>[CH3:1][O:2][C:3]1[CH:8]=[CH:7][CH:6]=[CH:5][C:4]=1[N:9]1[CH2:14][CH2:13][N:12]([CH2:33][CH2:34][CH:22]2[O:21][C:20](=[O:23])[N:19]([CH3:24])[CH2:18]2)[CH2:11][CH2:10]1 |f:2.3.4,5.6|. Procedure: This compound was prepared according to the procedure of Example 2. A mixture of 2.9 g (0.015 mol) of 1-(2-methoxyphenyl)piperazine (95%, Aldrich), 2.5 g (0.015 mol) of 5-(2-chloroethyl-3-methyl-2-oxazolidinone, 5.3 g (0.05 mol) of anhydrous sodium carbonate and 0.4 g of potassium iodide in 100 mL of 1-butanol gave 3.0 g (63%) of off-white solid, mp 107°-108.5° C. (2-propanol). The reactants are 70, S(=O)(C)C (sulfinylbismethane), [H-].[Na+] (sodium hydride), dimethyl (2-oxoheptyl) phosphonate, resultant mixture, 10, COC(CC=O)(CCC(CCCC1OC(CC1)=O)=O)OC (tetrahydro-β,β-dimethoxy-ε,5-dioxo-2-furannonanal), COCCOC (1,2-dimethoxyethane). Solvent: O (water). Reaction conditions: time 5 minute. The product is O=C1CCC(O1)CCCC(CCC(C\C=C\C(CCCCC)=O)(OC)OC)=O ((E)-1-(tetrahydro-5-oxofuran-2-yl)-7,7-dimethoxyhexadec-9-ene-4,11-dione). As a reaction SMILES: S(C)(C)=O.[H-].[Na+].[CH3:7][O:8][C:9]([O:26][CH3:27])([CH2:13][CH2:14][C:15](=[O:25])[CH2:16][CH2:17][CH2:18][CH:19]1[CH2:23][CH2:22][C:21](=[O:24])[O:20]1)[CH2:10][CH:11]=O.CO[CH2:30][CH2:31][O:32]C>O>[O:24]=[C:21]1[O:20][CH:19]([CH2:18][CH2:17][CH2:16][C:15](=[O:25])[CH2:14][CH2:13][C:9]([O:26][CH3:27])([O:8][CH3:7])[CH2:10]/[CH:11]=[CH:30]/[C:31](=[O:32])[CH2:11][CH2:10][CH2:9][CH2:13][CH3:14])[CH2:23][CH2:22]1 |f:1.2|. Procedure: To a mixture of 70 parts of sulfinylbismethane with approximately 2 parts of a 50% dispersion of sodium hydride in mineral oil is added 11 parts of dimethyl (2-oxoheptyl) phosphonate. The resultant mixture is added, with stirring during 1 hour, to a solution of 10 parts of tetrahydro-β,β-dimethoxy-ε,5-dioxo-2-furannonanal in 52 parts of 1,2-dimethoxyethane at 0°-5° under nitrogen. Stirring is continued for 5 minutes longer, whereupon the reaction mixture is poured into 5 volumes of water, and th... Reactants: COC(CN)=O (glycine methyl ester), COCCOC=1C=C(C=O)C=CC1 (3-(2-methoxyethoxy)benzaldehyde). Product: COCCOC=1C=C(CNCC(=O)OC)C=CC1 (methyl 2-(3-(2-methoxyethoxy)benzylamino)acetate). The yield is 55.0%. RXN SMILES: [CH3:1][O:2][C:3](=[O:6])[CH2:4][NH2:5].[CH3:7][O:8][CH2:9][CH2:10][O:11][C:12]1[CH:13]=[C:14]([CH:17]=[CH:18][CH:19]=1)[CH:15]=O>>[CH3:7][O:8][CH2:9][CH2:10][O:11][C:12]1[CH:13]=[C:14]([CH:17]=[CH:18][CH:19]=1)[CH2:15][NH:5][CH2:4][C:3]([O:2][CH3:1])=[O:6]. Procedure: Prepared as in example 10-10a from glycine methyl ester and 3-(2-methoxyethoxy)benzaldehyde. Yield 55%. MS M+H calculated 254.1; found 254.1. Reactants: COc1ccccc1OC(c1ccccc1)C1CCN(C(=O)OC(C)(C)C)C1, CCO, Cl, O=C(O)C(F)(F)F. Product: COc1ccccc1OC(c1ccccc1)C1CCNC1. As a reaction SMILES: [C:1]([O:2][C:3](=[O:4])[N:8]1[CH2:9][CH:10]([CH:13]([c:14]2[cH:15][cH:16][cH:17][cH:18][cH:19]2)[O:20][c:21]2[c:22]([O:27][CH3:28])[cH:23][cH:24][cH:25][cH:26]2)[CH2:11][CH2:12]1)([CH3:5])([CH3:6])[CH3:7].[CH3:37][CH2:38][OH:39].[ClH:36].[F:29][C:30]([F:31])([F:32])[C:33]([OH:34])=[O:35]>>[NH:8]1[CH2:9][CH:10]([CH:13]([c:14]2[cH:15][cH:16][cH:17][cH:18][cH:19]2)[O:20][c:21]2[c:22]([O:27][CH3:28])[cH:23][cH:24][cH:25][cH:26]2)[CH2:11][CH2:12]1. Reactants: BrC1=CC=C(C=C1)C1=NC=C(C=C1)C (2-(p-bromophenyl)-5-methyl-pyridine), BrN1C(CCC1=O)=O (N-bromosuccinimide). The reagents and catalysts are C(C1=CC=CC=C1)(=O)OOC(C1=CC=CC=C1)=O (dibenzoyl peroxide). The solvent is C(Cl)(Cl)(Cl)Cl (carbon tetrachloride). Product: BrC1=CC=C(C=C1)C1=NC=C(C=C1)CBr (2-(p-bromophenyl)-5-bromomethyl-pyridine). Yield: 110.1%. RXN SMILES: [Br:1][C:2]1[CH:7]=[CH:6][C:5]([C:8]2[CH:13]=[CH:12][C:11]([CH3:14])=[CH:10][N:9]=2)=[CH:4][CH:3]=1.[Br:15]N1C(=O)CCC1=O>C(OOC(=O)C1C=CC=CC=1)(=O)C1C=CC=CC=1.C(Cl)(Cl)(Cl)Cl>[Br:1][C:2]1[CH:3]=[CH:4][C:5]([C:8]2[CH:13]=[CH:12][C:11]([CH2:14][Br:15])=[CH:10][N:9]=2)=[CH:6][CH:7]=1. Procedure details: A mixture of 0.248 g of 2-(p-bromophenyl)-5-methyl-pyridine, 0.196 g of N-bromosuccinimide, 20 mg of dibenzoyl peroxide and 5 ml of carbon tetrachloride was heated to reflux for 2.5 hours while gassing with nitrogen. The reaction mixture was subsequently left to cool to room temperature and suction filtered. The residue was rinsed with carbon tetrachloride. The filtrate was concentrated in a vacuum, there being obtained 0.360 g of crude 2-(p-bromophenyl)-5-bromomethyl-pyridine as brownish crysta... The solvent is C(C)(=O)OCC (ethyl acetate), O1CCCC1 (tetrahydrofuran). Yield: 72.7%. Procedure: To a stirred mixture of lithium aluminum hydride (1.10 g, 29.0 mmol, 2.2 eq) in anhydrous tetrahydrofuran (60 mL) at 0° C. was added 3 -(5-bromoindol-3-yl)-N-methylsuccinimide (4.00 g, 13.02 mmol) portionwise cautiously. The resulting reaction mixture was heated at reflux under nitrogen for 2 hours. The reaction mixture was then cooled, and sodium sulfate decahydrate (approximately 20 g) was added slowly and cautiously, followed by the addition of water (approximately 2 mL) and ethyl acetate (20... Conditions: time 2 hour. Product: BrC=1C=C2C(=CNC2=CC1)C1CN(CC1)C (5-Bromo-3-(N-methylpyrrolidin-3-yl)-1 H-indole). Starting materials: O (water), [H-].[Al+3].[Li+].[H-].[H-].[H-] (lithium aluminum hydride), O.O.O.O.O.O.O.O.O.O.S(=O)(=O)([O-])[O-].[Na+].[Na+] (sodium sulfate decahydrate), BrC=1C=C2C(=CNC2=CC1)C1CC(=O)N(C1=O)C (3 -(5-bromoindol-3-yl)-N-methylsuccinimide). As a reaction SMILES: [H-].[Al+3].[Li+].[H-].[H-].[H-].[Br:7][C:8]1[CH:9]=[C:10]2[C:14](=[CH:15][CH:16]=1)[NH:13][CH:12]=[C:11]2[CH:17]1[C:22](=O)[N:21]([CH3:24])[C:19](=O)[CH2:18]1.O.O.O.O.O.O.O.O.O.O.S([O-])([O-])(=O)=O.[Na+].[Na+].O>O1CCCC1.C(OCC)(=O)C>[Br:7][C:8]1[CH:9]=[C:10]2[C:14](=[CH:15][CH:16]=1)[NH:13][CH:12]=[C:11]2[CH:17]1[CH2:18][CH2:19][N:21]([CH3:24])[CH2:22]1 |f:0.1.2.3.4.5,7.8.9.10.11.12.13.14.15.16.17.18.19|.